This data is from the Open Reaction Database (ORD), a public repository of structured organic reaction records. The task is: describe an organic reaction: reactants, conditions, products, and yield Starting materials: O=C(Cl)c1ccccc1, CCN(C(C)C)C(C)C, ClCCl, Cn1c(Cl)nc(-c2ccncc2)c(N)c1=O. Product: Cn1c(Cl)nc(-c2ccncc2)c(NC(=O)c2ccccc2)c1=O. Reaction SMILES: [C:26]([c:27]1[cH:28][cH:29][cH:30][cH:31][cH:32]1)(=[O:33])[Cl:34].[CH:17]([N:18]([CH:19]([CH3:20])[CH3:21])[CH2:22][CH3:23])([CH3:24])[CH3:25].[Cl:35][CH2:36][Cl:37].[NH2:1][c:2]1[c:3](=[O:16])[n:4]([CH3:15])[c:5]([Cl:14])[n:6][c:7]1-[c:8]1[cH:9][cH:10][n:11][cH:12][cH:13]1>>[NH:1]([c:2]1[c:3](=[O:16])[n:4]([CH3:15])[c:5]([Cl:14])[n:6][c:7]1-[c:8]1[cH:9][cH:10][n:11][cH:12][cH:13]1)[C:26]([c:27]1[cH:28][cH:29][cH:30][cH:31][cH:32]1)=[O:33]. Starting materials: OC[C@]12CCC(C=C1[C@H](C[C@H]1[C@@H]3CCC([C@@]3(C)CC[C@H]21)=O)C)=O (19-hydroxy-6α-methyl-4-androstene-3,17-dione), O([Si](C)(C)C(C)(C)C)C[C@]12CCC(C=C1CC[C@H]1[C@@H]3CCC([C@@]3(C)CC[C@H]21)=O)=O (19-t-butyldimethylsiloxy-4-androstene-3,17-dione). Product: O([Si](C)(C)C(C)(C)C)C[C@]12CCC(C=C1[C@H](C[C@H]1[C@@H]3CCC([C@@]3(C)CC[C@H]21)=O)C)=O (19-t-butyldimethylsiloxy-6α-methyl-4-androstene-3,17-dione). RXN SMILES: [OH:1][CH2:2][C@@:3]12[C@@H:20]3[C@H:11]([C@H:12]4[C@@:16]([CH2:18][CH2:19]3)([CH3:17])[C:15](=[O:21])[CH2:14][CH2:13]4)[CH2:10][C@H:9]([CH3:22])[C:8]1=[CH:7][C:6](=[O:23])[CH2:5][CH2:4]2.O(C[C@@]12[C@@H]3[C@H]([C@H]4[C@@](CC3)(C)C(=O)CC4)CCC1=CC(=O)CC2)[Si:25]([C:28]([CH3:31])([CH3:30])[CH3:29])([CH3:27])[CH3:26]>>[O:1]([CH2:2][C@@:3]12[C@@H:20]3[C@H:11]([C@H:12]4[C@@:16]([CH2:18][CH2:19]3)([CH3:17])[C:15](=[O:21])[CH2:14][CH2:13]4)[CH2:10][C@H:9]([CH3:22])[C:8]1=[CH:7][C:6](=[O:23])[CH2:5][CH2:4]2)[Si:25]([C:28]([CH3:31])([CH3:30])[CH3:29])([CH3:27])[CH3:26]. Procedure: Following essentially the same procedure and substituting 19-hydroxy-6α-methyl-4-androstene-3,17-dione for the 19-hydroxy-4-androstene-3,17-dione above results in the preparation of 19-t-butyldimethylsiloxy-6α-methyl-4-androstene-3,17-dione. Starting materials: CCO, Cl, CCOC(=O)C(C)c1ccc(C(F)(F)F)cc1, [Na+], [OH-]. The product is CC(C(=O)O)c1ccc(C(F)(F)F)cc1. RXN SMILES: [CH3:21][CH2:22][OH:23].[ClH:20].[F:1][C:2]([c:3]1[cH:4][cH:5][c:6]([CH:9]([C:10](=[O:11])[O:12][CH2:13][CH3:14])[CH3:15])[cH:7][cH:8]1)([F:16])[F:17].[Na+:19].[OH-:18]>>[F:1][C:2]([c:3]1[cH:4][cH:5][c:6]([CH:9]([C:10](=[O:11])[OH:12])[CH3:15])[cH:7][cH:8]1)([F:16])[F:17]. The reactants are BrCC=C (3-bromo-1-propene), C(C(=O)O)(=O)O.CC1=CC=C(O1)CN1C(=NC=2C1=NC=CC2)NC2CCNCC2 (3-[(5-methyl-2-furanyl)methyl]-N-(4-piperidinyl)-3H-imidazo[4,5-b]pyridin-2-amine ethanedioate), C(O)([O-])=O.[Na+] (sodium hydrogen carbonate). Run in C(C)O (ethanol). Run at time 8 hour. The product is C(\C=C\C(=O)O)(=O)O.CC1=CC=C(O1)CN1C(=NC=2C1=NC=CC2)NC2CCN(CC2)CC=C (3-[(5-methyl-2-furanyl)methyl]-N-[1-(2-propenyl)-4-piperidinyl]-3H-imidazo-[4,5-b]pyridin-2-amine (E)-2-butenedioate). Yield: 23.0%. As a reaction SMILES: Br[CH2:2][CH:3]=[CH2:4].[C:5](O)(=O)[C:6]([OH:8])=[O:7].[CH3:11][C:12]1[O:16][C:15]([CH2:17][N:18]2[C:22]3=[N:23][CH:24]=[CH:25][CH:26]=[C:21]3[N:20]=[C:19]2[NH:27][CH:28]2[CH2:33][CH2:32][NH:31][CH2:30][CH2:29]2)=[CH:14][CH:13]=1.C(=O)([O-])[OH:35].[Na+]>C(O)C>[C:15]([OH:35])(=[O:16])/[CH:17]=[CH:5]/[C:6]([OH:8])=[O:7].[CH3:11][C:12]1[O:16][C:15]([CH2:17][N:18]2[C:22]3=[N:23][CH:24]=[CH:25][CH:26]=[C:21]3[N:20]=[C:19]2[NH:27][CH:28]2[CH2:33][CH2:32][N:31]([CH2:4][CH:3]=[CH2:2])[CH2:30][CH2:29]2)=[CH:14][CH:13]=1 |f:1.2,3.4,6.7|. Reported procedure: A mixture of 1.82 parts of 3-bromo-1-propene, 7.4 parts of 3-[(5-methyl-2-furanyl)methyl]-N-(4-piperidinyl)-3H-imidazo[4,5-b]pyridin-2-amine ethanedioate (2:1), 4.2 parts of sodium hydrogen carbonate and 120 parts of ethanol was stirred overnight at reflux temperature. The reaction mixture was filtered and the filtrate was evaporated. The residue was taken up in water and the product was extracted with trichloromethane. The extract was dried, filtered and evaporated. The residue was purified by ... Starting materials: OC1CCC(CC1)=O (4-hydroxy-cyclohexanone), C(C)OC(C(C)P(=O)(OCC)OCC)=O (2-(diethoxy-phosphoryl)-propionic acid ethyl ester), [H-].[Na+] (sodium hydride), [OH-].[K+] (potassium hydroxide). The solvent is C(C)O (ethanol). The product is C12(CCC(CC1)O2)C(C(=O)O)C ((rac)-2-(7-Oxa-bicyclo [2.2.1]hept-1-yl)-propionic acid). As a reaction SMILES: O[CH:2]1[CH2:7][CH2:6][C:5](=[O:8])[CH2:4][CH2:3]1.C([O:11][C:12](=[O:23])[CH:13](P(OCC)(OCC)=O)[CH3:14])C.[H-].[Na+].[OH-].[K+]>C(O)C>[C:2]12([CH:13]([CH3:14])[C:12]([OH:23])=[O:11])[O:8][CH:5]([CH2:4][CH2:3]1)[CH2:6][CH2:7]2 |f:2.3,4.5|. Reported procedure: The title compound was prepared by standard Wittig-Horner reaction from 4-hydroxy-cyclohexanone, 2-(diethoxy-phosphoryl)-propionic acid ethyl ester and sodium hydride (J. Boutagy, R. Thomas, Chem. Rev. 1974, 74, 87-99) and subsequent saponification with potassium hydroxide in ethanol. After recrystallization from n-heptane, the title compound was obtained as white solid. EI-MS: m/e=170(M+), 1H-NMR (90 MHz, CDCl3, TMS):δ 1.3 (d, J=8 Hz, 3H, Me), 1.7 (m, 8H, CH2), 3.0 (q, J=8 Hz, 1H, CH-Me), 4.6 (...